From a dataset of the Open Reaction Database (ORD), a public repository of structured organic reaction records. describe an organic reaction: reactants, conditions, products, and yield Starting materials: C(C)(=O)O (acetic acid), O1C(CC2=CC=CC=C12)=O (2-coumaranone). Yields the product C(C=O)(=O)O (glyoxylic acid), C1(CCCCC1)=O (cyclohexanone). Reaction SMILES: [O:1]1[C:9]2[C:4](=[CH:5][CH:6]=[CH:7][CH:8]=2)[CH2:3][C:2]1=[O:10].C(O)(=[O:13])C>>[C:2]([OH:1])(=[O:10])[CH:3]=[O:13].[C:9]1(=[O:1])[CH2:4][CH2:5][CH2:6][CH2:7][CH2:8]1. Procedure: More recently, J. C. Vallejos et al (FR 2.721.609) described a method for the preparation of 2-coumaranone by vapour phase catalytic dehydrogenation of the crude reaction product obtained from the condensation of glyoxylic acid with cyclohexanone in a pure acetic acid medium.